From a dataset of the Open Reaction Database (ORD), a public repository of structured organic reaction records. describe an organic reaction: reactants, conditions, products, and yield Reactants: B, COc1cc2nccc(Oc3cc(C)c(NC(=O)COc4c(C)cccc4C)cc3C)c2cc1OC, Cl, [Na+], C1CCOC1, C1CCOC1, [OH-]. Product: COc1cc2nccc(Oc3cc(C)c(NCCOc4c(C)cccc4C)cc3C)c2cc1OC. RXN SMILES: [BH3:42].[CH3:1][O:2][c:3]1[cH:4][c:5]2[c:6]([O:15][c:16]3[cH:17][c:18]([CH3:36])[c:19]([NH:23][C:24]([CH2:25][O:26][c:27]4[c:28]([CH3:34])[cH:29][cH:30][cH:31][c:32]4[CH3:33])=[O:35])[cH:20][c:21]3[CH3:22])[cH:7][cH:8][n:9][c:10]2[cH:11][c:12]1[O:13][CH3:14].[ClH:43].[Na+:45].[O:37]1[CH2:38][CH2:39][CH2:40][CH2:41]1.[O:46]1[CH2:47][CH2:48][CH2:49][CH2:50]1.[OH-:44]>>[CH3:1][O:2][c:3]1[cH:4][c:5]2[c:6]([O:15][c:16]3[cH:17][c:18]([CH3:36])[c:19]([NH:23][CH2:24][CH2:25][O:26][c:27]4[c:28]([CH3:34])[cH:29][cH:30][cH:31][c:32]4[CH3:33])[cH:20][c:21]3[CH3:22])[cH:7][cH:8][n:9][c:10]2[cH:11][c:12]1[O:13][CH3:14].